This data is from the Open Reaction Database (ORD), a public repository of structured organic reaction records. The task is: describe an organic reaction: reactants, conditions, products, and yield Reactants: C(=O)([O-])[O-].[K+].[K+] (K2CO3), ClCC1=NC=C(C#N)C=C1 (6-(chloromethyl)nicotinonitrile), BrC=1C=2N(C=CC1C1=CC=C(C=C1)Cl)C(NN2)=O (8-bromo-7-(4-chlorophenyl)-[1,2,4]triazolo[4,3-a]pyridin-3(2H)-one). The solvent is O (water), CN(C)C=O (DMF). Reaction conditions: temperature 60 celsius, time 30 minute. Yields the product BrC=1C=2N(C=CC1C1=CC=C(C=C1)Cl)C(N(N2)CC2=NC=C(C#N)C=C2)=O (6-((8-bromo-7-(4-chlorophenyl)-3-oxo-[1,2,4]triazolo[4,3-a]pyridin-2(3H)-yl)methyl)nicotinonitrile). Isolated yield 67.2%. RXN SMILES: [Br:1][C:2]1[C:3]2[N:4]([C:15](=[O:18])[NH:16][N:17]=2)[CH:5]=[CH:6][C:7]=1[C:8]1[CH:13]=[CH:12][C:11]([Cl:14])=[CH:10][CH:9]=1.C([O-])([O-])=O.[K+].[K+].Cl[CH2:26][C:27]1[CH:34]=[CH:33][C:30]([C:31]#[N:32])=[CH:29][N:28]=1>CN(C=O)C.O>[Br:1][C:2]1[C:3]2[N:4]([C:15](=[O:18])[N:16]([CH2:26][C:27]3[CH:34]=[CH:33][C:30]([C:31]#[N:32])=[CH:29][N:28]=3)[N:17]=2)[CH:5]=[CH:6][C:7]=1[C:8]1[CH:9]=[CH:10][C:11]([Cl:14])=[CH:12][CH:13]=1 |f:1.2.3|. Procedure details: To a stirred mixture of 8-bromo-7-(4-chlorophenyl)-[1,2,4]triazolo[4,3-a]pyridin-3(2H)-one (1.07 g, 3.31 mmol) in DMF (15 mL) at room temperature under argon was added K2CO3 (0.91 g, 6.62 mmol) and 6-(chloromethyl)nicotinonitrile (0.63 g, 4.14 mmol). The mixture was then heated to 60° C. for 7 h, after which HPLC indicated complete reaction. The mixture was cooled to room temperature, diluted with water (100 mL), and stirred for 30 min. Solid was collected by filtration and washed with water (10... Reactants: COCC1N(C(CC1)C1=C(C=CC=C1)OC)C(=O)OCC1=CC=CC=C1 (2-methoxymethyl-5-(2-methoxyphenyl)-N-(carbobenzyloxy)-tetrahydropyrrole). Reagents/catalysts: [Pd] (Pd-C). The solvent is CO (methanol). Yields the product COCC1NC(CC1)C1=C(C=CC=C1)OC (2-Methoxymethyl-5-(2-methoxvphenyl)-tetrahydropyrrole). Yield: 54.2%. RXN SMILES: [CH3:1][O:2][CH2:3][CH:4]1[CH2:8][CH2:7][CH:6]([C:9]2[CH:14]=[CH:13][CH:12]=[CH:11][C:10]=2[O:15][CH3:16])[N:5]1C(OCC1C=CC=CC=1)=O>CO.[Pd]>[CH3:1][O:2][CH2:3][CH:4]1[CH2:8][CH2:7][CH:6]([C:9]2[CH:14]=[CH:13][CH:12]=[CH:11][C:10]=2[O:15][CH3:16])[NH:5]1. Procedure: To a solution of 2-methoxymethyl-5-(2-methoxyphenyl)-N-(carbobenzyloxy)-tetrahydropyrrole (1.3 g, 3.66 mmol) in methanol (40 mL) was added 10% Pd-C (1.3 g) and the resulting suspension was hydrogenated (50 psi) for 3 hours. Pd-C was then filtered off and the crude reaction mixture was concentrated in vacuo to give a yellowish residue, which was purified by silica gel flash chromatography (5% MeOH-0.5% NH3 .diamond-solid.H2O-94.5% CH2Cl2) to afford the title compound as a colorless oil (439.2 mg,... As a reaction SMILES: [CH2:26]([c:27]1[cH:28][cH:29][cH:30][cH:31][cH:32]1)[O:33][c:34]1[cH:35][c:36]([SH:40])[cH:37][cH:38][cH:39]1.[CH2:41]1[O:42][CH2:43][CH2:44][O:45][CH2:46]1.[CH:47]([N:48]([CH2:49][CH3:50])[CH:51]([CH3:52])[CH3:53])([CH3:54])[CH3:55].[F:1][C:2]([F:3])([F:4])[S:5]([O:6][c:7]1[cH:8][c:9]2[cH:10][cH:11][c:12]([C:17]3([CH3:23])[NH:18][C:19](=[O:22])[O:20][CH2:21]3)[cH:13][c:14]2[cH:15][cH:16]1)(=[O:24])=[O:25].[O:58]=[C:59]([CH:60]=[CH:61][c:62]1[cH:63][cH:64][cH:65][cH:66][cH:67]1)[CH:68]=[CH:69][c:70]1[cH:71][cH:72][cH:73][cH:74][cH:75]1.[O:76]=[C:77]([CH:78]=[CH:79][c:80]1[cH:81][cH:82][cH:83][cH:84][cH:85]1)[CH:86]=[CH:87][c:88]1[cH:89][cH:90][cH:91][cH:92][cH:93]1.[O:94]=[C:95]([CH:96]=[CH:97][c:98]1[cH:99][cH:100][cH:101][cH:102][cH:103]1)[CH:104]=[CH:105][c:106]1[cH:107][cH:108][cH:109][cH:110][cH:111]1.[Pd:56].[Pd:57]>>[c:7]1([S:40][c:36]2[cH:35][c:34]([O:33][CH2:26][c:27]3[cH:28][cH:29][cH:30][cH:31][cH:32]3)[cH:39][cH:38][cH:37]2)[cH:8][c:9]2[cH:10][cH:11][c:12]([C:17]3([CH3:23])[NH:18][C:19](=[O:22])[O:20][CH2:21]3)[cH:13][c:14]2[cH:15][cH:16]1. Yields the product CC1(c2ccc3cc(Sc4cccc(OCc5ccccc5)c4)ccc3c2)COC(=O)N1. The reactants are Sc1cccc(OCc2ccccc2)c1, C1COCCO1, CCN(C(C)C)C(C)C, CC1(c2ccc3cc(OS(=O)(=O)C(F)(F)F)ccc3c2)COC(=O)N1, O=C(C=Cc1ccccc1)C=Cc1ccccc1, O=C(C=Cc1ccccc1)C=Cc1ccccc1, O=C(C=Cc1ccccc1)C=Cc1ccccc1, [Pd], [Pd].